Dataset: the Open Reaction Database (ORD), a public repository of structured organic reaction records. Task: describe an organic reaction: reactants, conditions, products, and yield Starting materials: [F-].C(CCC)[N+](CCCC)(CCCC)CCCC (tetrabutylammonium fluoride), C(C)(=O)OC(CCCCO)C1=CC(=CC=C1)\C=C\C=C\C(CCCCCCCC)OC(C)=O.[Si](C)(C)(C(C)(C)C)O[Si](C)(C)C(C)(C)C ((5RS)-5-acetoxy-5-{3-[(1E,3E)-(5RS)-5-acetoxy-1,3-tridecadienyl]-phenyl}-pentan-1-ol tert-butyldimethylsilylether). Run in O1CCCC1 (tetrahydrofuran), CCOCC (ether). Conditions: temperature 24 celsius, time 4.5 hour. Yields the product C(C)(=O)OC(CCCCO)C1=CC(=CC=C1)\C=C\C=C\C(CCCCCCCC)OC(C)=O ((5RS)-5-acetoxy-5-{3-{(1E,3E)-(5RS)-5-acetoxy-1,3-tridecadienyl}-phenyl}-pentan-1-ol). The yield is 59.3%. As a reaction SMILES: [F-].C([N+](CCCC)(CCCC)CCCC)CCC.[C:19]([O:22][CH:23]([C:29]1[CH:34]=[CH:33][CH:32]=[C:31](/[CH:35]=[CH:36]/[CH:37]=[CH:38]/[CH:39]([O:48][C:49](=[O:51])[CH3:50])[CH2:40][CH2:41][CH2:42][CH2:43][CH2:44][CH2:45][CH2:46][CH3:47])[CH:30]=1)[CH2:24][CH2:25][CH2:26][CH2:27][OH:28])(=[O:21])[CH3:20].[Si](O[Si](C(C)(C)C)(C)C)(C(C)(C)C)(C)C>O1CCCC1.CCOCC>[C:19]([O:22][CH:23]([C:29]1[CH:34]=[CH:33][CH:32]=[C:31](/[CH:35]=[CH:36]/[CH:37]=[CH:38]/[CH:39]([O:48][C:49](=[O:51])[CH3:50])[CH2:40][CH2:41][CH2:42][CH2:43][CH2:44][CH2:45][CH2:46][CH3:47])[CH:30]=1)[CH2:24][CH2:25][CH2:26][CH2:27][OH:28])(=[O:21])[CH3:20] |f:0.1,2.3|. Reported procedure: 914 mg of tetrabutylammonium fluoride is added to a solution of 500 mg of (5RS)-5-acetoxy-5-{3-[(1E,3E)-(5RS)-5-acetoxy-1,3-tridecadienyl]-phenyl}-pentan-1-ol-tert-butyldimethylsilylether in 28 ml of tetrahydrofuran at 0° C., stirred for 30 minutes at 0° C. and for 4.5 hours at 24° C. Then, it is diluted with ether, washed with brine, dried on sodium sulfate and concentrated by evaporation in a vacuum. The residue is chromatographed on silica gel. With hexane/0-20% ethyl acetate, 193 mg of (5RS)... Yields the product CCCCc1c(Cc2c(F)cc(-c3ccccc3C#N)cc2F)c(=O)n(COC)c2ncnn12. Starting materials: O=C([O-])[O-], CCCCc1c(Cc2c(F)cc(-c3ccccc3C#N)cc2F)c(=O)[nH]c2ncnn12, CN(C)C=O, CCOC(C)=O, COCCl, [K+], [K+]. As a reaction SMILES: [C:36](=[O:37])([O-:38])[O-:39].[CH2:1]([CH2:2][CH2:3][CH3:4])[c:5]1[c:6]([CH2:15][c:16]2[c:17]([F:31])[cH:18][c:19](-[c:23]3[c:24]([C:29]#[N:30])[cH:25][cH:26][cH:27][cH:28]3)[cH:20][c:21]2[F:22])[c:7](=[O:14])[nH:8][c:9]2[n:10]1[n:11][cH:12][n:13]2.[CH3:42][N:43]([CH3:44])[CH:45]=[O:46].[CH3:47][CH2:48][O:49][C:50](=[O:51])[CH3:52].[Cl:32][CH2:33][O:34][CH3:35].[K+:40].[K+:41]>>[CH2:1]([CH2:2][CH2:3][CH3:4])[c:5]1[c:6]([CH2:15][c:16]2[c:17]([F:31])[cH:18][c:19](-[c:23]3[c:24]([C:29]#[N:30])[cH:25][cH:26][cH:27][cH:28]3)[cH:20][c:21]2[F:22])[c:7](=[O:14])[n:8]([CH2:33][O:34][CH3:35])[c:9]2[n:10]1[n:11][cH:12][n:13]2. The reactants are NC1=NC=C(N=C1)C1=C(C=C(C=C1)C=1C(=CC=CC1)C(=O)O)F (4′-(2-aminopyrazin-5-yl)-3′-fluoro-[1,1′-biphenyl]-2-carboxylic acid), C1(CCCCC1)N (cyclohexanamine). The product is NC=1N=CC(=NC1)C1=C(C=C(C=C1)C=1C(=CC=CC1)C(=O)NC1CCCCC1)F (4′-(5-Aminopyrazin-2-yl)-N-cyclohexyl-3′-fluorobiphenyl-2-carboxamide). RXN SMILES: [NH2:1][C:2]1[CH:7]=[N:6][C:5]([C:8]2[CH:13]=[CH:12][C:11]([C:14]3[C:15]([C:20](O)=[O:21])=[CH:16][CH:17]=[CH:18][CH:19]=3)=[CH:10][C:9]=2[F:23])=[CH:4][N:3]=1.[CH:24]1([NH2:30])[CH2:29][CH2:28][CH2:27][CH2:26][CH2:25]1>>[NH2:1][C:2]1[N:3]=[CH:4][C:5]([C:8]2[CH:13]=[CH:12][C:11]([C:14]3[C:15]([C:20]([NH:30][CH:24]4[CH2:29][CH2:28][CH2:27][CH2:26][CH2:25]4)=[O:21])=[CH:16][CH:17]=[CH:18][CH:19]=3)=[CH:10][C:9]=2[F:23])=[N:6][CH:7]=1. Procedure: The title compound was prepared using methods analogous to those described in Step C of Example 504 using 4′-(2-aminopyrazin-5-yl)-3′-fluoro-[1,1′-biphenyl]-2-carboxylic acid and cyclohexanamine. MS (ESI): mass calcd. for C23H23FN4O, 390.19; m/z found, 391.4 [M+H]+. 1H NMR (400 MHz, CDCl3) δ 8.60-8.53 (m, 1H), 8.11 (d, J=1.5, 1H), 8.03-7.93 (m, 1H), 7.74-7.62 (m, 1H), 7.54-7.37 (m, 3H), 7.32 (dd, J=8.0, 1.7, 1H), 7.30-7.20 (m, 1H), 5.24 (d, J=8.3, 1H), 4.72 (s, 2H), 3.93-3.73 (m, 1H), 1.78-1.67 ... The reactants are [Na] (sodium), OC=C1C(OCCC1)=O (3-(hydroxymethylene)-tetrahydropyran-2-one), Cl.COC1=C(N)C=CC=C1 (2-methoxyaniline hydrochloride). Run in C(C)O (ethanol). Run at time 2 hour. The product is COC1=C(C=CC=C1)NC=C1C(OCCC1)=O (3-(2-methoxyphenylaminomethylene)tetrahydropyran-2-one). Isolated yield 54.2%. Reaction SMILES: [Na].O[CH:3]=[C:4]1[CH2:9][CH2:8][CH2:7][O:6][C:5]1=[O:10].Cl.[CH3:12][O:13][C:14]1[CH:20]=[CH:19][CH:18]=[CH:17][C:15]=1[NH2:16]>C(O)C>[CH3:12][O:13][C:14]1[CH:20]=[CH:19][CH:18]=[CH:17][C:15]=1[NH:16][CH:3]=[C:4]1[CH2:9][CH2:8][CH2:7][O:6][C:5]1=[O:10] |f:2.3,^1:0|. Reported procedure: The sodium salt of 3-(hydroxymethylene)-tetrahydropyran-2-one (25 g, 0.17 mol) and 2-methoxyaniline hydrochloride (32 g, 0.2 mol) in ethanol (750 ml) were warmed to 70° C. with stirring for 2 hours, then filtered hot. After evaporation of the ethanol, the crude product was taken up in dichloromethane, washed with dilute hydrochloric acid, dried and evaporated. Trituration with ether gave 3-(2-methoxyphenylaminomethylene)tetrahydropyran-2-one (21.5 g, 55%) as a mixture of E and Z isomers, m.p. 85... Starting materials: CCOCC (ether), OC1=C(C=CC=C1C(CC(=O)N1CCOCC1)=O)OS(=O)(=O)C(F)(F)F (Trifluoro-methanesulfonic acid 2-hydroxy-3-(3-morpholin-4-yl-3-oxo-propionyl)-phenyl ester), FC(S(=O)(=O)OS(=O)(=O)C(F)(F)F)(F)F (trifluoromethanesulphonic anhydride). The solvent is ClCCl (dichloromethane). Product: N1(CCOCC1)C=1OC2=C(C=CC=C2C(C1)=O)OS(=O)(=O)C(F)(F)F (trifluoro-methanesulfonic acid 2-morpholin-4-yl-4-oxo-4H-chromen-8-yl ester). RXN SMILES: O[C:2]1[C:7]([C:8](=[O:18])[CH2:9][C:10]([N:12]2[CH2:17][CH2:16][O:15][CH2:14][CH2:13]2)=[O:11])=[CH:6][CH:5]=[CH:4][C:3]=1[O:19][S:20]([C:23]([F:26])([F:25])[F:24])(=[O:22])=[O:21].FC(F)(F)S(OS(C(F)(F)F)(=O)=O)(=O)=O.CCOCC>ClCCl>[N:12]1([C:10]2[O:11][C:2]3[C:7]([C:8](=[O:18])[CH:9]=2)=[CH:6][CH:5]=[CH:4][C:3]=3[O:19][S:20]([C:23]([F:26])([F:24])[F:25])(=[O:21])=[O:22])[CH2:13][CH2:14][O:15][CH2:16][CH2:17]1. Procedure: Trifluoro-methanesulfonic acid 2-hydroxy-3-(3-morpholin-4-yl-3-oxo-propionyl)-phenyl ester [D] (1.06 g, 2.7 mmol) in dichloromethane (30 ml) was treated with trifluoromethanesulphonic anhydride and stirred over night at room temperature. The reaction mixture was then concentrated, re-dissolved in methanol and stirred for a further 2 hours. The solution was diluted with water and basified to pH8. It was then extracted three times with dichloromethane. The extracts were combined, washed with brine... Isolated yield 45.2%. Product: BrC1=CC=C(C=N1)N1N(C(CC1=O)(C)C)C (2-(6-bromo-pyridin-3-yl)-1,5,5-trimethyl-pyrazolidin-3-one). Reported procedure: A suspension of 2-(6-bromo-pyridin-3-yl)-5,5-dimethyl-pyrazolidin-3-one (Example 12, step 1) (800 mg, 2.96 mmol) and formic acid (0.57 ml, 14.8 mmol, 5 equiv.) in water (8 ml) was heated to 100° C. At this temperature formaldehyde (36% in water) (1.13 ml, 14.8 mmol, 5 equiv.) was added drop wise. The mixture was stirred overnight at 100° C. The reaction mixture was cooled and basified carefully with 2N NaOH and extracted two times with a small amount of dichloromethane. The organic layers were l... Run in O (water). RXN SMILES: [Br:1][C:2]1[N:7]=[CH:6][C:5]([N:8]2[C:12](=[O:13])[CH2:11][C:10]([CH3:15])([CH3:14])[NH:9]2)=[CH:4][CH:3]=1.[CH:16](O)=O.C=O.[OH-].[Na+]>O>[Br:1][C:2]1[N:7]=[CH:6][C:5]([N:8]2[C:12](=[O:13])[CH2:11][C:10]([CH3:15])([CH3:14])[N:9]2[CH3:16])=[CH:4][CH:3]=1 |f:3.4|. Starting materials: [OH-].[Na+] (NaOH), BrC1=CC=C(C=N1)N1NC(CC1=O)(C)C (2-(6-bromo-pyridin-3-yl)-5,5-dimethyl-pyrazolidin-3-one), C(=O)O (formic acid), C=O (formaldehyde). Reaction conditions: temperature 100 celsius, time 8 hour. Reactants: O=C([O-])[O-], Cc1c[nH]cn1, Clc1cc(Cl)ncn1, [Cs+], [Cs+], CN(C)C=O, O. The product is Cc1cn(-c2cc(Cl)ncn2)cn1. RXN SMILES: [C:15](=[O:16])([O-:17])[O-:18].[CH3:9][c:10]1[n:11][cH:12][nH:13][cH:14]1.[Cl:1][c:2]1[n:3][cH:4][n:5][c:6]([Cl:8])[cH:7]1.[Cs+:19].[Cs+:20].[O:22]=[CH:23][N:24]([CH3:25])[CH3:26].[OH2:21]>>[c:2]1(-[n:13]2[cH:12][n:11][c:10]([CH3:9])[cH:14]2)[n:3][cH:4][n:5][c:6]([Cl:8])[cH:7]1. The reactants are CN(C)C=O, [Cl-], COc1cc(-c2nn(C)c(C#N)c2C)c(F)cc1Cl, Cl, [Li+], O. The product is Cc1c(-c2cc(O)c(Cl)cc2F)nn(C)c1C#N. Reaction SMILES: [CH3:24][N:25]([CH3:26])[CH:27]=[O:28].[Cl-:2].[Cl:4][c:5]1[cH:6][c:7]([F:22])[c:8](-[c:13]2[n:14][n:15]([CH3:21])[c:16]([C:19]#[N:20])[c:17]2[CH3:18])[cH:9][c:10]1[O:11][CH3:12].[ClH:23].[Li+:3].[OH2:1]>>[Cl:4][c:5]1[cH:6][c:7]([F:22])[c:8](-[c:13]2[n:14][n:15]([CH3:21])[c:16]([C:19]#[N:20])[c:17]2[CH3:18])[cH:9][c:10]1[OH:11]. The reactants are OC=1C=CC(=C2CCC(NC12)=O)C(CCN1CCN(CC1)C1=CC=CC=C1)=O (8-hydroxy-5-[1-oxo-3-(4-phenylpiperazinyl)propyl]-3,4-dihydrocarbostyril), [OH-].[K+] (potassium hydroxide), CS(=O)(=O)Cl (methane-sulfonyl chloride). Solvent: CN(C=O)C (dimethylformamide), O (water). The product is CS(=O)(=O)C=1C=CC(=C2CCC(NC12)=O)C(CCN1CCN(CC1)C1=CC=CC=C1)=O (8-methanesulfonyl-5-[1-oxo-3-(4-phenyl-1-piperazinyl)propyl]-3,4-dihydrocarbostyril). As a reaction SMILES: O[C:2]1[CH:3]=[CH:4][C:5]([C:13](=[O:28])[CH2:14][CH2:15][N:16]2[CH2:21][CH2:20][N:19]([C:22]3[CH:27]=[CH:26][CH:25]=[CH:24][CH:23]=3)[CH2:18][CH2:17]2)=[C:6]2[C:11]=1[NH:10][C:9](=[O:12])[CH2:8][CH2:7]2.[OH-].[K+].[CH3:31][S:32](Cl)(=[O:34])=[O:33]>O.CN(C)C=O>[CH3:31][S:32]([C:2]1[CH:3]=[CH:4][C:5]([C:13](=[O:28])[CH2:14][CH2:15][N:16]2[CH2:21][CH2:20][N:19]([C:22]3[CH:27]=[CH:26][CH:25]=[CH:24][CH:23]=3)[CH2:18][CH2:17]2)=[C:6]2[C:11]=1[NH:10][C:9](=[O:12])[CH2:8][CH2:7]2)(=[O:34])=[O:33] |f:1.2|. Procedure details: 37.9 Grams of 8-hydroxy-5-[1-oxo-3-(4-phenylpiperazinyl)propyl]-3,4-dihydrocarbostyril and 5.9 g of potassium hydroxide were dissolved in 400 ml of water and the solution was concentraed under a reduced pressure to obtain a residue. The residue was dissolved in 400 ml of dimethylformamide and the 12.0 g of methane-sulfonyl chloride was added dropwise to the solution under cooling condition. One hour after the addition either was added to the reaction mixture to obtain crystals. The crystals were... Product: C(C)(C)C1=NC(=C(C(=C1C(=O)OCC)C1=CC=C(C=C1)F)COC1OCCCC1)C(C)C (Ethyl 2,6-diisopropyl-4-(4-fluorophenyl)-5-(tetrahydropyran-2-yl-oxymethyl)-pyridine-3-carboxylate). Starting materials: O1CCCC=C1 (dihydropyran), C1(=CC=C(C=C1)S(=O)(=O)[O-])C.[NH+]1=CC=CC=C1 (pyridinium p-toluene-sulphonate), C(C)(C)C1=NC(=C(C(=C1C(=O)OCC)C1=CC=C(C=C1)F)CO)C(C)C (Ethyl 2,6-diisopropyl-4-(4-fluorophenyl)-5-hydroxymethylpyridine-3-carboxylate). Procedure details: 1.88 g (22.4 mmol) of dihydropyran and 0.525 g (1.49 mmol) of pyridinium p-toluene-sulphonate are added to a solution of 5.36 g (14.9 mmol) of the compound from Example 4 in 100 ml of dry dichloromethane and the mixture is heated to reflux for 48 hours. After cooling to room temperature, the mixture is diluted using dichloromethane and extracted several times using water. The organic phase is dried over magnesium sulphate and concentrated in vacuo, and the residue is chromatographed on a column ... Solvent: ClCCl (dichloromethane), ClCCl (dichloromethane). Reaction SMILES: [O:1]1[CH:6]=[CH:5][CH2:4][CH2:3][CH2:2]1.C1(C)C=CC(S([O-])(=O)=O)=CC=1.[NH+]1C=CC=CC=1.[CH:24]([C:27]1[C:32]([C:33]([O:35][CH2:36][CH3:37])=[O:34])=[C:31]([C:38]2[CH:43]=[CH:42][C:41]([F:44])=[CH:40][CH:39]=2)[C:30]([CH2:45][OH:46])=[C:29]([CH:47]([CH3:49])[CH3:48])[N:28]=1)([CH3:26])[CH3:25]>ClCCl>[CH:24]([C:27]1[C:32]([C:33]([O:35][CH2:36][CH3:37])=[O:34])=[C:31]([C:38]2[CH:39]=[CH:40][C:41]([F:44])=[CH:42][CH:43]=2)[C:30]([CH2:45][O:46][CH:6]2[CH2:5][CH2:4][CH2:3][CH2:2][O:1]2)=[C:29]([CH:47]([CH3:48])[CH3:49])[N:28]=1)([CH3:26])[CH3:25] |f:1.2|.